Task: describe an organic reaction: reactants, conditions, products, and yield. Dataset: the Open Reaction Database (ORD), a public repository of structured organic reaction records Reaction SMILES: [Al+3:30].[C:1]([CH3:2])([CH3:3])([CH3:4])[O:5][C:6](=[O:7])[N:8]1[CH:9]([C:23]([N:24]([O:25][CH3:26])[CH3:27])=[O:28])[CH2:10][CH:11]([S:13][CH2:14][c:15]2[cH:16][cH:17][c:18]([O:21][CH3:22])[cH:19][cH:20]2)[CH2:12]1.[CH2:35]1[O:36][CH2:37][CH2:38][CH2:39]1.[H-:29].[H-:32].[H-:33].[H-:34].[Li+:31]>>[C:1]([CH3:2])([CH3:3])([CH3:4])[O:5][C:6](=[O:7])[N:8]1[CH:9]([CH:23]=[O:28])[CH2:10][CH:11]([S:13][CH2:14][c:15]2[cH:16][cH:17][c:18]([O:21][CH3:22])[cH:19][cH:20]2)[CH2:12]1. Product: COc1ccc(CSC2CC(C=O)N(C(=O)OC(C)(C)C)C2)cc1. The reactants are [Al+3], COc1ccc(CSC2CC(C(=O)N(C)OC)N(C(=O)OC(C)(C)C)C2)cc1, C1CCOC1, [H-], [H-], [H-], [H-], [Li+].